This data is from the Open Reaction Database (ORD), a public repository of structured organic reaction records. The task is: describe an organic reaction: reactants, conditions, products, and yield Reactants: NCCC(=O)O (β-alanine), N1([C@H](C(=O)O)CCC1)C(=O)OCC1C2=CC=CC=C2C2=CC=CC=C12 (Fmoc-Pro), CN (methylamine). Run in C(C)O (ethanol), O (water). Yields the product N[C@@H](C)C(=O)N1[C@H](C(=O)NC)CCC1 (Ala-Pro-NH-CH3). RXN SMILES: [NH2:1][CH2:2][CH2:3]C(O)=O.[N:7]1([C:15]([O:17]CC2C3C(=CC=CC=3)C3C2=CC=CC=3)=O)[CH2:14][CH2:13][CH2:12][C@H:8]1[C:9]([OH:11])=O.[CH3:32][NH2:33]>C(O)C.O>[NH2:1][C@H:2]([C:15]([N:7]1[CH2:14][CH2:13][CH2:12][C@H:8]1[C:9]([NH:33][CH3:32])=[O:11])=[O:17])[CH3:3]. Procedure details: In a similar manner, the chromophore DNP and β-alanine were coupled to Fmoc-Pro-Lac-pins prepared as described in Example 4. This was cleaved from the pin by reaction with 150 μl of a 50:50 mixture of saturated methylamine in ethanol and water at room temperature for 2.5 hrs to yield DNP-β Ala-Pro-NH-CH3. The solution was evaporated to dryness to remove excess methylamine. FIG. 9b is the HPLC analysis of the cleavage product and again demonstrates that it is of excellent purity. Reactants: CCOC(=O)c1ccc(N2CCNCC2)cc1, CCOC(=O)c1ccc(N2CCN(c3ccc(C(=O)Nc4ccc(C)c(I)c4)cn3)CC2)cc1, O=C(Nc1ccc(Cl)c(I)c1)c1ccc(Cl)nc1. Yields the product CCOC(=O)c1ccc(N2CCN(c3ccc(C(=O)Nc4ccc(Cl)c(I)c4)cn3)CC2)cc1. Reaction SMILES: [CH2:19]([CH3:20])[O:21][C:22]([c:23]1[cH:24][cH:25][c:26]([N:29]2[CH2:30][CH2:31][NH:32][CH2:33][CH2:34]2)[cH:27][cH:28]1)=[O:35].[CH2:36]([O:37][C:38](=[O:39])[c:40]1[cH:41][cH:42][c:43]([N:44]2[CH2:45][CH2:46][N:47]([c:48]3[cH:49][cH:50][c:51]([C:52](=[O:53])[NH:54][c:55]4[cH:56][cH:57][c:58]([CH3:59])[c:60]([I:61])[cH:62]4)[cH:63][n:64]3)[CH2:65][CH2:66]2)[cH:67][cH:68]1)[CH3:69].[Cl:1][c:2]1[n:3][cH:4][c:5]([C:6](=[O:7])[NH:8][c:9]2[cH:10][c:11]([I:16])[c:12]([Cl:15])[cH:13][cH:14]2)[cH:17][cH:18]1>>[c:2]1([N:32]2[CH2:31][CH2:30][N:29]([c:26]3[cH:25][cH:24][c:23]([C:22]([O:21][CH2:19][CH3:20])=[O:35])[cH:28][cH:27]3)[CH2:34][CH2:33]2)[n:3][cH:4][c:5]([C:6](=[O:7])[NH:8][c:9]2[cH:10][c:11]([I:16])[c:12]([Cl:15])[cH:13][cH:14]2)[cH:17][cH:18]1. The reactants are BrC1=C(C=O)C=C(C=C1)OC (2-bromo-5-methoxybenzaldehyde), C(C)(O)O (ethanediol). Reagents/catalysts: CC=1C=CC(=CC1)S(=O)(=O)O (p-TsOH). Solvent: C1(=CC=CC=C1)C (toluene). Product: BrC1=C(C=C(C=C1)OC)C1OCCO1 (2-(2-Bromo-5-methoxyphenyl)-1,3-dioxolane). Yield: 98.5%. Reaction SMILES: [Br:1][C:2]1[CH:9]=[CH:8][C:7]([O:10][CH3:11])=[CH:6][C:3]=1[CH:4]=[O:5].[CH:12](O)([OH:14])[CH3:13]>C1(C)C=CC=CC=1.CC1C=CC(S(O)(=O)=O)=CC=1>[Br:1][C:2]1[CH:9]=[CH:8][C:7]([O:10][CH3:11])=[CH:6][C:3]=1[CH:4]1[O:14][CH2:12][CH2:13][O:5]1. Procedure: To a solution of 2-bromo-5-methoxybenzaldehyde (5.0 g, 23.2 mmol) in toluene (300 mL) was added ethanediol (2.16 g, 34.2 mmol) and p-TsOH (20 mg), whereafter the mixture was refluxed for 12 hours. The resulting mixture was cooled to room temperature, washed with NaHCO3/aq, dried (Na2SO4), and concentrated to yield 5.918 g (98%) of the sub-title compound. Reactants: O=C([O-])[O-], Cc1ccccc1, CC#N, CCOC(C)=O, [Cl-], Cl, O=C(O)c1cccc(COc2ccc(-c3ccc(F)cc3F)cc2)c1, [Na+], [Na+], CN(C)C=O, O, O=C(O)C1CCCN1, O=S(Cl)Cl. Yields the product O=C(O)C1CCCN1C(=O)c1cccc(COc2ccc(-c3ccc(F)cc3F)cc2)c1. Reaction SMILES: [C:39](=[O:40])([O-:41])[O-:42].[CH3:46][c:47]1[cH:48][cH:49][cH:50][cH:51][cH:52]1.[CH3:53][C:54]#[N:55].[CH3:57][CH2:58][O:59][C:60](=[O:61])[CH3:62].[Cl-:30].[ClH:45].[F:1][c:2]1[c:3](-[c:9]2[cH:10][cH:11][c:12]([O:15][CH2:16][c:17]3[cH:18][c:19]([C:20](=[O:21])[OH:22])[cH:23][cH:24][cH:25]3)[cH:13][cH:14]2)[cH:4][cH:5][c:6]([F:8])[cH:7]1.[Na+:43].[Na+:44].[O:63]=[CH:64][N:65]([CH3:66])[CH3:67].[OH2:56].[OH:31][C:32](=[O:33])[CH:34]1[CH2:35][CH2:36][CH2:37][NH:38]1.[S:26]([Cl:27])([Cl:28])=[O:29]>>[F:1][c:2]1[c:3](-[c:9]2[cH:10][cH:11][c:12]([O:15][CH2:16][c:17]3[cH:18][c:19]([C:20](=[O:21])[N:38]4[CH:34]([C:32]([OH:31])=[O:33])[CH2:35][CH2:36][CH2:37]4)[cH:23][cH:24][cH:25]3)[cH:13][cH:14]2)[cH:4][cH:5][c:6]([F:8])[cH:7]1. Reactants: [H-] (hydride), Cl (hydrochloric acid), [H-].[Al+3].[Li+].[H-].[H-].[H-] (Lithium aluminium hydride), FC=1C(=C(C(=O)OC)C(=C(C1C)F)OC)OC (methyl 3,5-difluoro-2,6-dimethoxy-4-methylbenzoate). Solvent: C(C)(=O)OCC (Ethyl acetate), C(C)OCC (diethyl ether), O (water). Reaction conditions: time 1 hour. Product: FC=1C(=C(CO)C(=C(C1C)F)OC)OC (3,5-difluoro-2,6-dimethoxy-4-methylbenzyl alcohol). The yield is 98.8%. RXN SMILES: [H-].[Al+3].[Li+].[H-].[H-].[H-].[F:7][C:8]1[C:9]([O:22][CH3:23])=[C:10]([C:15]([O:20][CH3:21])=[C:16]([F:19])[C:17]=1[CH3:18])[C:11](OC)=[O:12].[H-].Cl>C(OCC)C.O.C(OCC)(=O)C>[F:7][C:8]1[C:9]([O:22][CH3:23])=[C:10]([C:15]([O:20][CH3:21])=[C:16]([F:19])[C:17]=1[CH3:18])[CH2:11][OH:12] |f:0.1.2.3.4.5|. Procedure: Lithium aluminium hydride (0.124 g) was added in a single portion to a solution of methyl 3,5-difluoro-2,6-dimethoxy-4-methylbenzoate (0.754 g) in dry diethyl ether (15 cm3) and the mixture stirred for one hour at the ambient temperature. Ethyl acetate was then added to decompose any remaining hydride, after which water was added and the mixture acidified with dilute hydrochloric acid. After extracting the mixture with diethyl ether, the extracts were dried over anhydrous magnesium sulphate and ... Starting materials: BrC=1C=CC(=NC1)Cl (5-bromo-2-chloropyridine), FCCO (2-Fluoroethanol), O1CCCC1 (tetrahydrofuran), [H-].[Na+] (sodium hydride). The solvent is O (Water). Run at time 5 minute. Product: FCCOC1=NC=C(C=C1)Br (2-(2-fluoroethoxy)-5-bromopyridine). Yield: 40.4%. Reaction SMILES: [F:1][CH2:2][CH2:3][OH:4].O1CCCC1.[H-].[Na+].[Br:12][C:13]1[CH:14]=[CH:15][C:16](Cl)=[N:17][CH:18]=1>O>[F:1][CH2:2][CH2:3][O:4][C:16]1[CH:15]=[CH:14][C:13]([Br:12])=[CH:18][N:17]=1 |f:2.3|. Reported procedure: 2-Fluoroethanol (259 mg, 3.90 mmol) was added to a solution of anhydrous tetrahydrofuran (10 mL) containing sodium hydride (NaH 60%, 94 mg, 3.90 mmol) under nitrogen, stirred for 5 minutes, and 5-bromo-2-chloropyridine (96, 500 mg, 2.59 mmol) was added thereto and stirred at room temperature for 3 hours. Water was added to the reaction mixture and organic compounds were extracted with ethyl acetate and evaporated after a treatment with sodium sulfate. Purification was performed by column chromat... Starting materials: C(C1=CC=CC=C1)=NNC=1N=NC(=C(C1)N1CCCC1)Cl (N-benzylidene-N′-[6-chloro-5-(pyrrolidin-1-yl)pyridazin-3-yl]hydrazine), C(C)(=O)[O-].[Pb+4].C(C)(=O)[O-].C(C)(=O)[O-].C(C)(=O)[O-] (lead(IV) acetate). The solvent is C(C)(=O)O (acetic acid). Yields the product ClC=1C(=CC=2N(N1)C(=NN2)C2=CC=CC=C2)N2CCCC2 (6-Chloro-3-phenyl-7-(pyrrolidin-1-yl)-1,2,4-triazolo[4,3- b]pyridazine), solid. Yield: 30.0%. RXN SMILES: [CH:1](=[N:8][NH:9][C:10]1[N:11]=[N:12][C:13]([Cl:21])=[C:14]([N:16]2[CH2:20][CH2:19][CH2:18][CH2:17]2)[CH:15]=1)[C:2]1[CH:7]=[CH:6][CH:5]=[CH:4][CH:3]=1.C([O-])(=O)C.[Pb+4].C([O-])(=O)C.C([O-])(=O)C.C([O-])(=O)C>C(O)(=O)C>[Cl:21][C:13]1[C:14]([N:16]2[CH2:20][CH2:19][CH2:18][CH2:17]2)=[CH:15][C:10]2[N:11]([C:1]([C:2]3[CH:7]=[CH:6][CH:5]=[CH:4][CH:3]=3)=[N:8][N:9]=2)[N:12]=1 |f:1.2.3.4.5|. Procedure details: A slurry of N-benzylidene-N′-[6-chloro-5-(pyrrolidin-1-yl)pyridazin-3-yl]hydrazine (14 g, 0.046 mol) and lead(IV) acetate (24 g, 0.055 mol) in acetic acid (300 ml) was stirred at 60° C. under nitrogen overnight. The solvent was removed in vacuo, and the residue was purified by flash chromatography on silica gel, eluting with 0-10% methanol in ethyl acetate. The title compound was isolated as a yellow solid (4.1 g, 30%). 1H NMR (250 MHz, CDCl3) δ2.05 (4H, m), 3.56 (4H, m), 7.05 (1H, s), 7.51 (3H,... Reactants: CO, CCN(C(C)C)C(C)C, CS(=O)(=O)OCCn1cc2c(ccc3c2sc2ncnc(Nc4ccc(F)c(Cl)c4)c23)n1, CS(=O)(=O)CCN, CN(C)C=O. Product: CS(=O)(=O)CCNCCn1cc2c(ccc3c2sc2ncnc(Nc4ccc(F)c(Cl)c4)c23)n1. RXN SMILES: [CH3:54][OH:55].[CH:33]([N:34]([CH:35]([CH3:36])[CH3:37])[CH2:38][CH3:39])([CH3:40])[CH3:41].[Cl:1][c:2]1[cH:3][c:4]([NH:9][c:10]2[c:11]3[c:12]4[cH:13][cH:14][c:15]5[c:16]([c:17]4[s:18][c:19]3[n:20][cH:21][n:22]2)[cH:23][n:24]([CH2:26][CH2:27][O:28][S:29]([CH3:30])(=[O:31])=[O:32])[n:25]5)[cH:5][cH:6][c:7]1[F:8].[NH2:42][CH2:43][CH2:44][S:45](=[O:46])(=[O:47])[CH3:48].[O:49]=[CH:50][N:51]([CH3:52])[CH3:53]>>[Cl:1][c:2]1[cH:3][c:4]([NH:9][c:10]2[c:11]3[c:12]4[cH:13][cH:14][c:15]5[c:16]([c:17]4[s:18][c:19]3[n:20][cH:21][n:22]2)[cH:23][n:24]([CH2:26][CH2:27][NH:42][CH2:43][CH2:44][S:45](=[O:46])(=[O:47])[CH3:48])[n:25]5)[cH:5][cH:6][c:7]1[F:8]. Reactants: Cl (hydrochloride), methanol-ether, BrC(C)C (2-Bromopropane), CNCC#C (N-methylpropargylamine). Solvent: C(C)O (ethanol). Product: Cl.CC(C)N(C)CC#C (N-(2-Propyl)-N-methylpropargylamine hydrochloride). Isolated yield 16.0%. RXN SMILES: Br[CH:2]([CH3:4])[CH3:3].[CH3:5][NH:6][CH2:7][C:8]#[CH:9].[ClH:10]>C(O)C>[ClH:10].[CH3:3][CH:2]([N:6]([CH2:7][C:8]#[CH:9])[CH3:5])[CH3:4] |f:4.5|. Reported procedure: 2-Bromopropane (3.08 g, 25 mmoles) and N-methylpropargylamine (3.45 g, 50 mmoles) in absolute ethanol (50 mL) were heated at reflux for 48 h. On treatment of the ethereal solution of the free base with ethanolic hydrochloride acid, an oil first separated, and then white needles subsequently precipitated very slowly from the supernatant (16% yield of white needles, recrystallized from methanol-ether), m.p.=155°-156° C. The oil and the needles gave identical mass spectra. The reactants are 250, C1(=CC=CC=C1)O (phenol), S(O)(O)(=O)=O (sulphuric acid). Product: C=1C=CC(=C(C1)O)S(=O)(=O)O (phenolsulphonic acid). RXN SMILES: [C:1]1([OH:7])[CH:6]=[CH:5][CH:4]=[CH:3][CH:2]=1.[S:8](=O)(=[O:11])([OH:10])[OH:9]>>[CH:5]1[CH:4]=[CH:3][C:2]([S:8]([OH:11])(=[O:10])=[O:9])=[C:1]([OH:7])[CH:6]=1. Reported procedure: 100 g of phenolsulphonic acid (produced by a four-hour sulphonation of 250 parts of phenol with 270 parts of 98% sulphuric acid) are slowly reacted with a solution of 61.5 g of dimethylolurea in 75 g of water at 40° C. and the mixture is stirred for a few hours until a clear solution forms. The solution is then neutralised with 30% aqueous sodium hydroxide and then concentrated. About 150 g of a light coloured salt are produced.